Dataset: the Open Reaction Database (ORD), a public repository of structured organic reaction records. Task: describe an organic reaction: reactants, conditions, products, and yield The reactants are C[Si](N[Si](C)(C)C)(C)C.[K] (potassium hexamethyldisilazane), triethyl phosphonoacetate, N1=CC(=CC=C1)CCCC(CCCCOC1OCCCC1)=O (1-(3-pyridyl)-4-oxo-8-(2-tetrahydropyranyloxy)-octane). Solvent: C1(=CC=CC=C1)C (toluene), C1(=CC=CC=C1)C (toluene). Reaction conditions: time 25 minute. Product: N1=CC(=CC=C1)CCCC(=CC(=O)OCC)CCCCOC1OCCCC1 (ethyl 3-[3-(3-pyridyl)propyl]-7-(2-tetrahydropyranyloxy)-hept-2-enoate). As a reaction SMILES: C[Si](C)(C)N[Si](C)(C)C.[K].[N:11]1[CH:16]=[CH:15][CH:14]=[C:13]([CH2:17][CH2:18][CH2:19][C:20](=O)[CH2:21][CH2:22][CH2:23][CH2:24][O:25][CH:26]2[CH2:31][CH2:30][CH2:29][CH2:28][O:27]2)[CH:12]=1>C1(C)C=CC=CC=1>[N:11]1[CH:16]=[CH:15][CH:14]=[C:13]([CH2:17][CH2:18][CH2:19][C:20]([CH2:21][CH2:22][CH2:23][CH2:24][O:25][CH:26]2[CH2:31][CH2:30][CH2:29][CH2:28][O:27]2)=[CH:31][C:26]([O:25][CH2:24][CH3:23])=[O:27])[CH:12]=1 |f:0.1,^1:9|. Procedure: To a solution of 5.74 ml (93.33 mmol) of 0.58M potassium hexamethyldisilazane in toluene is added dropwise 0.66 ml triethyl phosphonoacetate resulting in a yellow gelatinous mixture. This reaction mixture is stirred at room temperature for 25 min, a solution of 0.5 g (1.66 mmol) 1-(3-pyridyl)-4-oxo-8-(2-tetrahydropyranyloxy)-octane in 3 ml toluene is added and the mixture is refluxed for 15 h. The reaction mixture is cooled to room temperature, quenched with 5 ml saturated aqueous ammonium chlor... Starting materials: C(C1=CC=CC=C1)OC(=O)N1CC(CC1)N(C1=NC=CC(=N1)N1C=NC2=C1C=CC=C2)C (2-[(1-(Benzyloxycarbonyl)pyrrolidin-3-yl)-methylamino]-4-[benzimidazol-1-yl]pyrimidine), Br (HBr). The solvent is C(Cl)Cl (CH2Cl2), C(C)(=O)O (acetic acid). Reaction conditions: time 1 hour. Product: N1CC(CC1)N(C1=NC=CC(=N1)N1C=NC2=C1C=CC=C2)C (2-[(Pyrrolidin-3-yl)-methylamino]-4-[benzimidazol-1-yl]pyrimidine). The yield is 38.8%. Reaction SMILES: C(OC([N:11]1[CH2:15][CH2:14][CH:13]([N:16]([CH3:32])[C:17]2[N:22]=[C:21]([N:23]3[C:27]4[CH:28]=[CH:29][CH:30]=[CH:31][C:26]=4[N:25]=[CH:24]3)[CH:20]=[CH:19][N:18]=2)[CH2:12]1)=O)C1C=CC=CC=1.Br>C(Cl)Cl.C(O)(=O)C>[NH:11]1[CH2:15][CH2:14][CH:13]([N:16]([CH3:32])[C:17]2[N:22]=[C:21]([N:23]3[C:27]4[CH:28]=[CH:29][CH:30]=[CH:31][C:26]=4[N:25]=[CH:24]3)[CH:20]=[CH:19][N:18]=2)[CH2:12]1. Procedure: To a 0° C. solution of 150 mg of 2-[(1-(benzyloxycarbonyl)-pyrrolidin-3-yl)-methylamino]-4-[benzimidazol-1-yl]pyrimidine (from EXAMPLE 11, step C) in 3 mL of CH2Cl2 was added 1 mL of 30% HBr in acetic acid. The cooling bath was removed after 5 min and the mixture was stirred at room temperature for 1 h, then diluted with 20 mL of water and extracted with 2×5 mL of CH2Cl2. The pH of the aqueous phase was adjusted to 11 with 5 N NaOH, and the aqueous phase was extracted with 5×10 mL of EtOAc, with... The reactants are ClC1=C(C=C(C=C1)O)[N+](=O)[O-] (4-chloro-3-nitro-phenol), BrCC1=CN=C(S1)Cl (5-Bromomethyl-2-chloro-thiazole). Product: ClC=1SC(=CN1)COC1=CC(=C(C=C1)Cl)[N+](=O)[O-] (2-Chloro-5-(4-chloro-3-nitro-phenoxymethyl)-thiazole). RXN SMILES: [Cl:1][C:2]1[CH:7]=[CH:6][C:5]([OH:8])=[CH:4][C:3]=1[N+:9]([O-:11])=[O:10].Br[CH2:13][C:14]1[S:18][C:17]([Cl:19])=[N:16][CH:15]=1>>[Cl:19][C:17]1[S:18][C:14]([CH2:13][O:8][C:5]2[CH:6]=[CH:7][C:2]([Cl:1])=[C:3]([N+:9]([O-:11])=[O:10])[CH:4]=2)=[CH:15][N:16]=1. Procedure details: A solution of 4-chloro-3-nitro-phenol was reacted with 5-Bromomethyl-2-chloro-thiazole (prepared according to the method of Kim, H.-J., Liu, S., Keum, Y.-S., Qing, X. J. Agric. Food Chem. 2003, 51, 1823-1830) using the conditions described in Example 10C to provide 2-Chloro-5-(4-chloro-3-nitro-phenoxymethyl)-thiazole which was treated sequentially using the procedures from Examples 10D and 10E to provide the title product. The reactants are O=C([O-])[O-], O=[N+]([O-])c1cccnc1Cl, [K+], [K+], C1COCCO1, Nc1cccc(-c2ccc3ccccc3c2)c1. The product is O=[N+]([O-])c1cccnc1Nc1cccc(-c2ccc3ccccc3c2)c1. RXN SMILES: [C:28](=[O:29])([O-:30])[O-:31].[Cl:18][c:19]1[n:20][cH:21][cH:22][cH:23][c:24]1[N+:25](=[O:26])[O-:27].[K+:32].[K+:33].[O:34]1[CH2:35][CH2:36][O:37][CH2:38][CH2:39]1.[cH:1]1[c:2](-[c:11]2[cH:12][c:13]([NH2:14])[cH:15][cH:16][cH:17]2)[cH:3][cH:4][c:5]2[cH:6][cH:7][cH:8][cH:9][c:10]12>>[cH:1]1[c:2](-[c:11]2[cH:12][c:13]([NH:14][c:19]3[n:20][cH:21][cH:22][cH:23][c:24]3[N+:25](=[O:26])[O-:27])[cH:15][cH:16][cH:17]2)[cH:3][cH:4][c:5]2[cH:6][cH:7][cH:8][cH:9][c:10]12.